From a dataset of the Open Reaction Database (ORD), a public repository of structured organic reaction records. describe an organic reaction: reactants, conditions, products, and yield Starting materials: CC(C)(C)OC(=O)N1CCc2ccc(Cl)c(-c3[nH]nnc3-c3ccccc3)c2CC1, O=C([O-])[O-], CC(C)=O, CI, [K+], [K+]. The product is Cn1nc(-c2ccccc2)c(-c2c(Cl)ccc3c2CCN(C(=O)OC(C)(C)C)CC3)n1. RXN SMILES: [C:1]([CH3:2])([CH3:3])([CH3:4])[O:5][C:6](=[O:7])[N:8]1[CH2:9][CH2:10][c:11]2[c:12]([c:15](-[c:20]3[nH:21][n:22][n:23][c:24]3-[c:25]3[cH:26][cH:27][cH:28][cH:29][cH:30]3)[c:16]([Cl:19])[cH:17][cH:18]2)[CH2:13][CH2:14]1.[C:31](=[O:32])([O-:33])[O-:34].[CH3:39][C:40](=[O:41])[CH3:42].[I:37][CH3:38].[K+:35].[K+:36]>>[C:1]([CH3:2])([CH3:3])([CH3:4])[O:5][C:6](=[O:7])[N:8]1[CH2:9][CH2:10][c:11]2[c:12]([c:15](-[c:20]3[n:21][n:22]([CH3:31])[n:23][c:24]3-[c:25]3[cH:26][cH:27][cH:28][cH:29][cH:30]3)[c:16]([Cl:19])[cH:17][cH:18]2)[CH2:13][CH2:14]1. Starting materials: C(OC(NNC(OC(C)(C)C)=O)=O)(C)(C)C, c1cnc(c(c1)F)I. The reagents and catalysts are c1ccc(cc1)-c2c3ccccc3cc4ccccc24 (9-Phenylanthracene), [Li+].CC(C)(C)[O-]   (LiOBut), c1c(c(ccc1)[Pd+])c1ccccc1N.[O-]S(C)(=O)=O.c1c(c(c(cc1C(C)C)C(C)C)c1c(ccc(c1P(C(C)(C)C)C(C)(C)C)OC)OC)C(C)C (tBuBrettPhos  Pd G3). Run in C1COCCO1 (Dioxane). Conditions: temperature 110 celsius, time nan hour. Yields the product CC(C)(C)OC(=O)NN(C(=O)OC(C)(C)C)c1ncccc1F. Reaction SMILES: [F:1][c:2]1[c:7](I)[n:6][cH:5][cH:4][cH:3]1.[CH3:8][C:9]([O:12][C:13]([NH:15][NH:16][C:17]([O:19][C:20]([CH3:23])([CH3:22])[CH3:21])=[O:18])=[O:14])([CH3:11])[CH3:10]>>[CH3:8][C:9]([O:12][C:13]([NH:15][N:16]([c:7]1[c:2]([F:1])[cH:3][cH:4][cH:5][n:6]1)[C:17]([O:19][C:20]([CH3:23])([CH3:22])[CH3:21])=[O:18])=[O:14])([CH3:11])[CH3:10]. Reactants: COC=1C=C(C=CC(=O)Cl)C=C(C1OC)OC (3,4,5-trimethoxycinnamoyl chloride), C(CCCC)NC(=O)C(C)N1CCNCC1 (1-[1-(pentylaminocarbonyl)ethyl]piperazine). The solvent is C(Cl)(Cl)Cl (chloroform). Reaction conditions: time 20 minute. The product is COC=1C=C(C=CC(=O)N2CCN(CC2)C(C)C(=O)NCCCCC)C=C(C1OC)OC (1-(3,4,5-Trimethoxycinnamoyl)-4-[1-(pentylaminocarbonyl)ethyl]piperazine). Reaction SMILES: [CH3:1][O:2][C:3]1[CH:4]=[C:5]([CH:11]=[C:12]([O:16][CH3:17])[C:13]=1[O:14][CH3:15])[CH:6]=[CH:7][C:8](Cl)=[O:9].[CH2:18]([NH:23][C:24]([CH:26]([N:28]1[CH2:33][CH2:32][NH:31][CH2:30][CH2:29]1)[CH3:27])=[O:25])[CH2:19][CH2:20][CH2:21][CH3:22]>C(Cl)(Cl)Cl>[CH3:1][O:2][C:3]1[CH:4]=[C:5]([CH:11]=[C:12]([O:16][CH3:17])[C:13]=1[O:14][CH3:15])[CH:6]=[CH:7][C:8]([N:31]1[CH2:30][CH2:29][N:28]([CH:26]([C:24]([NH:23][CH2:18][CH2:19][CH2:20][CH2:21][CH3:22])=[O:25])[CH3:27])[CH2:33][CH2:32]1)=[O:9]. Reported procedure: 5.62 g of 3,4,5-trimethoxycinnamoyl chloride is added with stirring at room temperature to a solution of 4.15 g of 1-[1-(pentylaminocarbonyl)ethyl]piperazine in 60 ml of chloroform, and the resulting solution is stirred at room temperature for 20 minutes. Starting materials: CCOC(=O)c1cn(C2CC2)c2cc(-c3cc(C)nc(COC(C)=O)c3)c(F)cc2c1=O, CCO. Yields the product CCOC(=O)c1cn(C2CC2)c2cc(-c3cc(C)nc(CO)c3)c(F)cc2c1=O. As a reaction SMILES: [C:1](=[O:2])([CH3:3])[O:4][CH2:5][c:6]1[n:7][c:8]([CH3:32])[cH:9][c:10](-[c:12]2[c:13]([F:31])[cH:14][c:15]3[c:16](=[O:30])[c:17]([C:25](=[O:26])[O:27][CH2:28][CH3:29])[cH:18][n:19]([CH:22]4[CH2:23][CH2:24]4)[c:20]3[cH:21]2)[cH:11]1.[CH3:33][CH2:34][OH:35]>>[OH:4][CH2:5][c:6]1[n:7][c:8]([CH3:32])[cH:9][c:10](-[c:12]2[c:13]([F:31])[cH:14][c:15]3[c:16](=[O:30])[c:17]([C:25](=[O:26])[O:27][CH2:28][CH3:29])[cH:18][n:19]([CH:22]4[CH2:23][CH2:24]4)[c:20]3[cH:21]2)[cH:11]1. Reactants: CC1=NN(C(=C1)C)C(NS(=O)(=O)C1=CC=C(C=C1)C)=N (N-[(3,5-dimethylpyrazol-1-yl)-iminomethyl]-4-methylbenzene-sulfonamide), CS(=O)(=O)O (methanesulfonic acid), N1CCCC1 (pyrrolidine). Product: NC(=NS(=O)(=O)C1=CC=C(C=C1)C)N1CCCC1 (N-(aminopyrrolidin-1-yl-methylene)-4-methylbenzene-sulfonamide). Reaction SMILES: [CH3:1][C:2]1[CH:6]=[C:5](C)[N:4]([C:8](=[NH:20])[NH:9][S:10]([C:13]2[CH:18]=[CH:17][C:16]([CH3:19])=[CH:15][CH:14]=2)(=[O:12])=[O:11])N=1.CS(O)(=O)=O.N1CCCC1>>[NH2:20][C:8]([N:4]1[CH2:1][CH2:2][CH2:6][CH2:5]1)=[N:9][S:10]([C:13]1[CH:14]=[CH:15][C:16]([CH3:19])=[CH:17][CH:18]=1)(=[O:11])=[O:12]. Reported procedure: The compound of Example 18 was prepared according to the accompanying synthesis procedure from 0.5 ml of N-[(3,5-dimethylpyrazol-1-yl)-iminomethyl]-4-methylbenzene-sulfonamide solution (0.2 M, acetonitrile) with 19 mg of methanesulfonic acid and 0.5 ml of pyrrolidine solution (1.0 M, acetonitrile) and filed in a substance databank. Calculated mol. wt. 267.35; found mol. wt. (M+H) 268.2; 534.9 (Dimer) The reactants are C(C)OC(CCCOC1=C(C(=CC=C1)CCCCCCOC1=CC(=CC(=C1)S(=O)(=O)C)I)CCC(=O)OCC)=O (4-{2-(2-ethoxycarbonylethyl)-3-[6-(3-iodo-5-methanesulfonyl-phenoxy)-hexyl]-phenoxy}-butyric acid ethyl ester), CSC1=NC=CC(=N1)[Sn](C)(C)C (2-methylsulfanyl-4-trimethylstannanyl-pyrimidine). Yields the product C(C)OC(CCCOC1=C(C(=CC=C1)CCCCCCOC1=CC(=CC(=C1)C1=NC(=NC=C1)SC)S(=O)(=O)C)CCC(=O)OCC)=O (4-(2-(2-ethoxycarbonyl-ethyl)-3-{6-[3-methanesulfonyl-5-(2-methylsulfanyl-pyrimidin-4-yl)-phenoxy]-hexyl}-phenoxy)-butyric acid ethyl ester). Isolated yield 97.5%. As a reaction SMILES: [CH2:1]([O:3][C:4](=[O:40])[CH2:5][CH2:6][CH2:7][O:8][C:9]1[CH:14]=[CH:13][CH:12]=[C:11]([CH2:15][CH2:16][CH2:17][CH2:18][CH2:19][CH2:20][O:21][C:22]2[CH:27]=[C:26]([S:28]([CH3:31])(=[O:30])=[O:29])[CH:25]=[C:24](I)[CH:23]=2)[C:10]=1[CH2:33][CH2:34][C:35]([O:37][CH2:38][CH3:39])=[O:36])[CH3:2].[CH3:41][S:42][C:43]1[N:48]=[C:47]([Sn](C)(C)C)[CH:46]=[CH:45][N:44]=1>>[CH2:1]([O:3][C:4](=[O:40])[CH2:5][CH2:6][CH2:7][O:8][C:9]1[CH:14]=[CH:13][CH:12]=[C:11]([CH2:15][CH2:16][CH2:17][CH2:18][CH2:19][CH2:20][O:21][C:22]2[CH:23]=[C:24]([C:45]3[CH:46]=[CH:47][N:48]=[C:43]([S:42][CH3:41])[N:44]=3)[CH:25]=[C:26]([S:28]([CH3:31])(=[O:30])=[O:29])[CH:27]=2)[C:10]=1[CH2:33][CH2:34][C:35]([O:37][CH2:38][CH3:39])=[O:36])[CH3:2]. Procedure details: Title compound was prepared according to a similar procedure described in Example 21, step 1 by reaction of 4-{2-(2-ethoxycarbonylethyl)-3-[6-(3-iodo-5-methanesulfonyl-phenoxy)-hexyl]-phenoxy}-butyric acid ethyl ester (300 mg, 0.436 mmol) with 2-methylsulfanyl-4-trimethylstannanyl-pyrimidine (189 mg, 0.653 mmol) to afford 4-(2-(2-ethoxycarbonyl-ethyl)-3-{6-[3-methanesulfonyl-5-(2-methylsulfanyl-pyrimidin-4-yl)-phenoxy]-hexyl}-phenoxy)-butyric acid ethyl ester (292 mg, 97% yield) as an oil. 1H NM...